From a dataset of the Open Reaction Database (ORD), a public repository of structured organic reaction records. describe an organic reaction: reactants, conditions, products, and yield The reactants are COC(=O)N1CCCOc2cc(N)ccc21, C#CCNC(=O)c1cccc(F)c1Nc1nc(Cl)ncc1Cl. Product: C#CCNC(=O)c1cccc(F)c1Nc1nc(Nc2ccc3c(c2)OCCCN3C(=O)OC)ncc1Cl. As a reaction SMILES: [CH3:1][O:2][C:3](=[O:4])[N:5]1[CH2:6][CH2:7][CH2:8][O:9][c:10]2[c:11]1[cH:12][cH:13][c:14]([NH2:16])[cH:15]2.[Cl:17][c:18]1[n:19][cH:20][c:21]([Cl:38])[c:22]([NH:24][c:25]2[c:26]([C:27](=[O:28])[NH:29][CH2:30][C:31]#[CH:32])[cH:33][cH:34][cH:35][c:36]2[F:37])[n:23]1>>[CH3:1][O:2][C:3](=[O:4])[N:5]1[CH2:6][CH2:7][CH2:8][O:9][c:10]2[c:11]1[cH:12][cH:13][c:14]([NH:16][c:18]1[n:19][cH:20][c:21]([Cl:38])[c:22]([NH:24][c:25]3[c:26]([C:27](=[O:28])[NH:29][CH2:30][C:31]#[CH:32])[cH:33][cH:34][cH:35][c:36]3[F:37])[n:23]1)[cH:15]2.